From a dataset of the Open Reaction Database (ORD), a public repository of structured organic reaction records. describe an organic reaction: reactants, conditions, products, and yield Reactants: CCN=C=NCCCN(C)C, CN(C)C=O, Cl, CCOP(=O)(Cc1ccc(N)cc1)OCC, O, O, On1nnc2ccccc21, O=C(O)Cc1cnoc1-c1ccccc1. Yields the product CCOP(=O)(Cc1ccc(NC(=O)Cc2cnoc2-c2ccccc2)cc1)OCC. As a reaction SMILES: [CH2:44]([N:45]=[C:46]=[N:47][CH2:48][CH2:49][CH2:50][N:51]([CH3:52])[CH3:53])[CH3:54].[CH3:56][N:57]([CH3:58])[CH:59]=[O:60].[ClH:43].[NH2:1][c:2]1[cH:3][cH:4][c:5]([CH2:6][P:7]([O:8][CH2:9][CH3:10])([O:11][CH2:12][CH3:13])=[O:14])[cH:15][cH:16]1.[OH2:32].[OH2:55].[OH:33][n:34]1[c:35]2[cH:36][cH:37][cH:38][cH:39][c:40]2[n:41][n:42]1.[c:17]1(-[c:23]2[c:24]([CH2:28][C:29](=[O:30])[OH:31])[cH:25][n:26][o:27]2)[cH:18][cH:19][cH:20][cH:21][cH:22]1>>[NH:1]([c:2]1[cH:3][cH:4][c:5]([CH2:6][P:7]([O:8][CH2:9][CH3:10])([O:11][CH2:12][CH3:13])=[O:14])[cH:15][cH:16]1)[C:29]([CH2:28][c:24]1[c:23](-[c:17]2[cH:18][cH:19][cH:20][cH:21][cH:22]2)[o:27][n:26][cH:25]1)=[O:30].